This data is from the Open Reaction Database (ORD), a public repository of structured organic reaction records. The task is: describe an organic reaction: reactants, conditions, products, and yield The reactants are Oc1ccc(OC(F)(F)F)c(Br)c1, O=C([O-])[O-], CC(C)=O, CI, [K+], [K+]. Product: COc1ccc(OC(F)(F)F)c(Br)c1. As a reaction SMILES: [Br:1][c:2]1[cH:3][c:4]([OH:13])[cH:5][cH:6][c:7]1[O:8][C:9]([F:10])([F:11])[F:12].[C:14](=[O:15])([O-:16])[O-:17].[CH3:22][C:23](=[O:24])[CH3:25].[I:20][CH3:21].[K+:18].[K+:19]>>[Br:1][c:2]1[cH:3][c:4]([O:13][CH3:14])[cH:5][cH:6][c:7]1[O:8][C:9]([F:10])([F:11])[F:12].